From a dataset of the Open Reaction Database (ORD), a public repository of structured organic reaction records. describe an organic reaction: reactants, conditions, products, and yield The reactants are IC1=C(C(=CC=C1)C)C (1-iodo-2,3-dimethylbenzene), CN[C@H]1[C@@H](CCCC1)NC ((±)-trans-N,N′-dimethylcyclohexane-1,2-diamine), P(=O)([O-])([O-])[O-].[K+].[K+].[K+] (potassium phosphate), S1C=NC(=C1)C1=CC=C(C=N1)CN1N=C2C(C=3C=CC=CC13)=NNC2=O (5-{[6-(1,3-Thiazol-4-yl)pyridin-3-yl]methyl}-2,5-dihydro-3H-pyrazolo[4,3-c]cinnolin-3-one). The reagents and catalysts are [Cu]I (copper (I) iodide). Run in CN(C=O)C (N,N-dimethylformamide), O (water). Reaction conditions: time 40 minute. The product is CC1=C(C=CC=C1C)N1N=C2C(=NN(C=3C=CC=CC23)CC=2C=NC(=CC2)C=2N=CSC2)C1=O (2-(2,3-Dimethylphenyl)-5-{[6-(1,3-thiazol-4-yl)pyridin-3-yl]methyl}-2,5-dihydro-3H-pyrazolo[4,3-c]cinnolin-3-one). Reaction SMILES: [S:1]1[CH:5]=[C:4]([C:6]2[N:11]=[CH:10][C:9]([CH2:12][N:13]3[C:22]4[CH:21]=[CH:20][CH:19]=[CH:18][C:17]=4[C:16]4=[N:23][NH:24][C:25](=[O:26])[C:15]4=[N:14]3)=[CH:8][CH:7]=2)[N:3]=[CH:2]1.I[C:28]1[CH:33]=[CH:32][CH:31]=[C:30]([CH3:34])[C:29]=1[CH3:35].CN[C@@H]1CCCC[C@H]1NC.P([O-])([O-])([O-])=O.[K+].[K+].[K+]>CN(C)C=O.O.[Cu]I>[CH3:35][C:29]1[C:30]([CH3:34])=[CH:31][CH:32]=[CH:33][C:28]=1[N:24]1[C:25](=[O:26])[C:15]2=[N:14][N:13]([CH2:12][C:9]3[CH:10]=[N:11][C:6]([C:4]4[N:3]=[CH:2][S:1][CH:5]=4)=[CH:7][CH:8]=3)[C:22]3[CH:21]=[CH:20][CH:19]=[CH:18][C:17]=3[C:16]2=[N:23]1 |f:3.4.5.6|. Procedure details: 5-{[6-(1,3-Thiazol-4-yl)pyridin-3-yl]methyl}-2,5-dihydro-3H-pyrazolo[4,3-c]cinnolin-3-one (66 mg, 0.18 mmol) was dissolved in degassed N,N-dimethylformamide (1 mL) and copper (I) iodide (35 mg, 0.22 mmol, 1.2 equiv), 1-iodo-2,3-dimethylbenzene (51 mg, 0.22 mmol, 1.2 equiv), (±)-trans-N,N′-dimethylcyclohexane-1,2-diamine (78 mg, 0.549 mmol, 3 equiv) and potassium phosphate (0.27 g, 1.3 mmol, 7 equiv) were added. The vessel was sealed and placed into an oil bath preheated at 105° C. for 40 minutes... Reactants: C, CO, Cl, N#Cc1cnn(CCO)c1N, [Pd]. The product is Nc1c(C=O)cnn1CCO. As a reaction SMILES: [C:15].[CH3:13][OH:14].[ClH:12].[NH2:1][c:2]1[c:3]([C:10]#[N:11])[cH:4][n:5][n:6]1[CH2:7][CH2:8][OH:9].[Pd:16]>>[NH2:1][c:2]1[c:3]([CH:10]=[O:14])[cH:4][n:5][n:6]1[CH2:7][CH2:8][OH:9]. Starting materials: BrC=1C=CC2=C(C(C(O2)O)(C)C)C1 (5-Bromo-2,3-dihydro-3,3-dimethyl-2-hydroxybenzofuran), C(C)O (ethanol). The reagents and catalysts are C(C)N(CC)CC (triethylamine), S(O)(O)(=O)=O (sulphuric acid). Solvent: CCOCC (ether). Yields the product BrC=1C=CC2=C(C(C(O2)OCC)(C)C)C1 (5-Bromo-2,3-dihydro-3,3-dimethyl-2-ethoxybenzofuran). Isolated yield 86.0%. As a reaction SMILES: [Br:1][C:2]1[CH:3]=[CH:4][C:5]2[O:9][CH:8]([OH:10])[C:7]([CH3:12])([CH3:11])[C:6]=2[CH:13]=1.[CH2:14](O)[CH3:15]>S(=O)(=O)(O)O.C(N(CC)CC)C.CCOCC>[Br:1][C:2]1[CH:3]=[CH:4][C:5]2[O:9][CH:8]([O:10][CH2:14][CH3:15])[C:7]([CH3:11])([CH3:12])[C:6]=2[CH:13]=1. Reported procedure: 5-Bromo-2,3-dihydro-3,3-dimethyl-2-hydroxybenzofuran (5 g, 0.02 mole) was heated under reflux in ethanol (30 ml) with sulphuric acid (4 drops) for 11/2 hour. The solution was cooled, neutralised with a few drops of triethylamine and run down. The residue was redissolved in ether and the solution washed with water, dried over magnesium sulphate and the solvent removed under vacuum leaving 4.7 g (86%) title product as a buff-coloured oil. The structure was confirmed by NMR. The product is ClC1=CC=C(C=C1)C1=C(C2=C(N(C(N(C2=O)CCC(=O)OC)=O)C)S1)C (methyl 3-(6-(4-chlorophenyl)-1,5-dimethyl-2,4-dioxo-1,2-dihydro thieno[2,3-d]pyrimidin-3(4H)-yl)propanoate). Procedure details: To a solution of methyl 3-(6-bromo-1,5-dimethyl-2,4-dioxo-1,2-dihydrothieno[2,3-d]pyrimidin-3(4H)-yl)propanoate (180 mg, 0.498 mmol) in toluene (5 mL) was added 4-chlorophenylboronic acid (78 mg, 0.498 mmol) and aq. Cs2CO3 solution (1 M, 1 mL). The reaction was degassed under nitrogen gas (3×) then Pd(PPh3)4 (10 mg) was added. The reaction was heated at 100° C. for 18 h, cooled to RT then diluted with EA (10 mL). The organic layer was washed with brine (10 mL), dried over Na2SO4 and concentrated... Solvent: C1(=CC=CC=C1)C (toluene). The reactants are BrC1=C(C2=C(N(C(N(C2=O)CCC(=O)OC)=O)C)S1)C (methyl 3-(6-bromo-1,5-dimethyl-2,4-dioxo-1,2-dihydrothieno[2,3-d]pyrimidin-3(4H)-yl)propanoate), ClC1=CC=C(C=C1)B(O)O (4-chlorophenylboronic acid), C(=O)([O-])[O-].[Cs+].[Cs+] (Cs2CO3). Reaction conditions: temperature 100 celsius. Reaction SMILES: Br[C:2]1[S:19][C:5]2[N:6]([CH3:18])[C:7](=[O:17])[N:8]([CH2:11][CH2:12][C:13]([O:15][CH3:16])=[O:14])[C:9](=[O:10])[C:4]=2[C:3]=1[CH3:20].[Cl:21][C:22]1[CH:27]=[CH:26][C:25](B(O)O)=[CH:24][CH:23]=1.C([O-])([O-])=O.[Cs+].[Cs+]>C1(C)C=CC=CC=1>[Cl:21][C:22]1[CH:27]=[CH:26][C:25]([C:2]2[S:19][C:5]3[N:6]([CH3:18])[C:7](=[O:17])[N:8]([CH2:11][CH2:12][C:13]([O:15][CH3:16])=[O:14])[C:9](=[O:10])[C:4]=3[C:3]=2[CH3:20])=[CH:24][CH:23]=1 |f:2.3.4|. Isolated yield 46.5%. Starting materials: ClCCCl, Cc1ccc2c(N3CCN(CCc4cccc(N)c4)CC3)cccc2n1, CN(C)C=O, Cl, On1nnc2ccccc21, O=C(O)Cc1cccc(-n2cccn2)c1. Product: Cc1ccc2c(N3CCN(C(=O)Cc4cccc(-n5cccn5)c4)CC3)cccc2n1. RXN SMILES: [CH2:1]([Cl:2])[CH2:3][Cl:4].[CH3:16][c:17]1[n:18][c:19]2[cH:20][cH:21][cH:22][c:23]([N:27]3[CH2:28][CH2:29][N:30]([CH2:33][CH2:34][c:35]4[cH:36][c:37]([NH2:41])[cH:38][cH:39][cH:40]4)[CH2:31][CH2:32]3)[c:24]2[cH:25][cH:26]1.[CH3:57][N:58]([CH3:59])[CH:60]=[O:61].[ClH:5].[OH:6][n:7]1[c:8]2[c:9]([cH:10][cH:11][cH:12][cH:13]2)[n:14][n:15]1.[n:42]1(-[c:47]2[cH:48][c:49]([CH2:53][C:54](=[O:55])[OH:56])[cH:50][cH:51][cH:52]2)[n:43][cH:44][cH:45][cH:46]1>>[CH3:16][c:17]1[n:18][c:19]2[cH:20][cH:21][cH:22][c:23]([N:27]3[CH2:28][CH2:29][N:30]([C:54]([CH2:53][c:49]4[cH:48][c:47](-[n:42]5[n:43][cH:44][cH:45][cH:46]5)[cH:52][cH:51][cH:50]4)=[O:56])[CH2:31][CH2:32]3)[c:24]2[cH:25][cH:26]1. Reactants: ClC1=NC(=NC=C1)NC1=CC(=CC=C1)Cl (4-chloro-N-(3-chlorophenyl)pyrimidin-2-amine), NC[C@H]1N(CCC1)C(=O)OC(C)(C)C (tert-butyl (2S)-2-(aminomethyl)pyrrolidine-1-carboxylate), C(C)(C)N(CC)C(C)C (diisopropylethylamine). The solvent is C1CCOC1 (THF). The product is ClC=1C=C(C=CC1)NC1=NC=CC(=N1)NC[C@H]1N(CCC1)C(=O)OC(C)(C)C (tert-butyl (2S)-2-[({2-[(3-chlorophenyl)amino]pyrimidin-4-yl}amino)methyl]pyrrolidine-1-carboxylate). Yield: 32.0%. Reaction SMILES: Cl[C:2]1[CH:7]=[CH:6][N:5]=[C:4]([NH:8][C:9]2[CH:14]=[CH:13][CH:12]=[C:11]([Cl:15])[CH:10]=2)[N:3]=1.[NH2:16][CH2:17][C@@H:18]1[CH2:22][CH2:21][CH2:20][N:19]1[C:23]([O:25][C:26]([CH3:29])([CH3:28])[CH3:27])=[O:24].C(N(C(C)C)CC)(C)C>C1COCC1>[Cl:15][C:11]1[CH:10]=[C:9]([NH:8][C:4]2[N:3]=[C:2]([NH:16][CH2:17][C@@H:18]3[CH2:22][CH2:21][CH2:20][N:19]3[C:23]([O:25][C:26]([CH3:29])([CH3:28])[CH3:27])=[O:24])[CH:7]=[CH:6][N:5]=2)[CH:14]=[CH:13][CH:12]=1. Reported procedure: To a solution of 4-chloro-N-(3-chlorophenyl)pyrimidin-2-amine, 3, (300 mg, 1.25 mmol) and tert-butyl (2S)-2-(aminomethyl)pyrrolidine-1-carboxylate (500 mg, 2.50 mmol) in THF (10 mL) is added diisopropylethylamine (0.43 mL, 2.50 mmol). The reaction was heated at reflux for 18 hours and then cooled to room temperature. The crude reaction is then partitioned between EtOAc and sat. NaHCO3. The organic layer is dried (MgSO4), concentrated in vacuo, and purified over silica (MeOH/CH2Cl2) to afford 160... Starting materials: amide, C(C=C)(=O)[O-] (acrylate), C(CCCCCCC\C=C/CCCCCCCC)N (oleyl amine), fatty amine, C(CCCCCCC\C=C/CCCCCCCC)N (oleyl amine), C(C)(=O)O (acetic acid). The product is C(C)(=O)N(C)CCCCCCCC\C=C/CCCCCCCC (N-acetyl-N-methyl oleyl amine). RXN SMILES: [CH2:1]([NH2:19])[CH2:2][CH2:3][CH2:4][CH2:5][CH2:6][CH2:7][CH2:8]/[CH:9]=[CH:10]\[CH2:11][CH2:12][CH2:13][CH2:14][CH2:15][CH2:16][CH2:17][CH3:18].[C:20]([O-])(=[O:23])[CH:21]=C.[C:25](O)(=O)C>>[C:20]([N:19]([CH2:1][CH2:2][CH2:3][CH2:4][CH2:5][CH2:6][CH2:7][CH2:8]/[CH:9]=[CH:10]\[CH2:11][CH2:12][CH2:13][CH2:14][CH2:15][CH2:16][CH2:17][CH3:18])[CH3:25])(=[O:23])[CH3:21]. Reported procedure: When an amide of a fatty amine is desired, i.e. a compound wherein X is --CH2 --NR4R5, it is convenient to acylate and, optionally, alkylate a compound such as oleyl amine and then hydroformylate and acrylate as described above. For example, oleyl amine can be acetylated with acetic acid and methylated to form N-acetyl-N-methyl oleyl amine. This unsaturated amine can then be reacted with carbon monoxide and hydrogen to prepare N-acetyl-N-methyl-10(11)-formyl octadecanamine. This formylated amine... Solvent: C(C)O (ethanol). Yields the product C(C(C)C)ON=C(CC)C1=CC(=NC2=C(C=CC=C12)C1=C(C=C(C=C1C)C)C)C (1-[2-Methyl-8-(2,4,6-trimethyl-phenyl)-quinolin-4-yl]-propan-1-one O-isobutyl-oxime). The reactants are CO\N=C(\CC)/C1=C(C(=NC(=C1)C)OC1=C(C=C(C=C1C)C)C)C ((Z)-1-[3,6-Dimethyl-2-(2,4,6-trimethyl-phenoxy)-pyridin-4-yl]-propan-1-one O-methyl-oxime), CC=1N=C(C2=C(N(COC2)C2=C(C=C(C=C2C)C)C)N1)\C(\CC)=N/O ((Z)-1-[7-Methyl-1-(2,4,6-trimethyl-phenyl)-1,4-dihydro-2H-pyrimido[4,5-d][1,3]oxazin-5-yl]-propan-1-one oxime), C(CC)=O (propan-1-one), Cl.O(CC(C)C)N (iso-butoxylamine hydrochloride), C([O-])([O-])=O.[K+].[K+] (potassium carbonate), C(C)(=O)[O-].[Na+] (sodium acetate). Conditions: time 48 hour. Procedure details: A mixture of 1-[2-methyl-8-2,4,6-trimethyl-phenyl)quinolin4-yl]-propan-1-one (52 mg), iso-butoxylamine hydrochloride (300 mg), potassium carbonate (50 mg) and sodium acetate (40 mg) in ethanol (2 ml) was stirred at room temperature for 48 hr. The mixture was concentrated to dryness, then diluted with water, brine, and extracted with chloroform. The organic layer was separated, dried (Na2SO4) and concentrated to dryness to give a mixture of the title (Z) and (E)-isomer, respectively. The crude mi... Reaction SMILES: [CH:1](=O)[CH2:2][CH3:3].Cl.[O:6]([NH2:11])[CH2:7][CH:8]([CH3:10])[CH3:9].C(=O)([O-])[O-].[K+].[K+].C([O-])(=O)C.[Na+].CO/N=[C:26](\[C:29]1[CH:34]=[C:33]([CH3:35])[N:32]=[C:31](OC2C(C)=CC(C)=CC=2C)[C:30]=1[CH3:46])/[CH2:27][CH3:28].CC1N=C(/C(=N\O)/CC)C2COCN([C:57]3[C:62]([CH3:63])=[CH:61][C:60]([CH3:64])=[CH:59][C:58]=3[CH3:65])C=2N=1>C(O)C>[CH2:7]([O:6][N:11]=[C:26]([C:29]1[C:30]2[C:31](=[C:1]([C:57]3[C:58]([CH3:65])=[CH:59][C:60]([CH3:64])=[CH:61][C:62]=3[CH3:63])[CH:2]=[CH:3][CH:46]=2)[N:32]=[C:33]([CH3:35])[CH:34]=1)[CH2:27][CH3:28])[CH:8]([CH3:10])[CH3:9] |f:1.2,3.4.5,6.7|. Procedure: 41 gm (0.1 mol) of 4-amino-3-bromo-5-(N-ethylcyclohexylaminomethyl)-benzoyl chloride hydrochloride were dissolved in 250 ml of ethylene glycol, and after addition of 17 gm (0.22 mol) of pyridine the solution was heated to 105° C. for one hour. After cooling to room temperature, the mixture was diluted with 1 liter of water. After addition of aqueous sodium hydroxide the mixture was extracted with ether, the ether extract was dried over sodium sulfate and evaporated to dryness. The residue was ch... Conditions: temperature 105 celsius. Solvent: O (water), petroleum ether. The product is NC1=C(C=C(C(=O)OCCO)C=C1CN(CC)C1CCCCC1)Br (1-[4-Amino-3-bromo-5-(N-ethyl-cyclohexylaminomethyl)benzoyloxy]-2-hydroxy-ethane). Starting materials: [OH-].[Na+] (sodium hydroxide), N1=CC=CC=C1 (pyridine), Cl.NC1=C(C=C(C(=O)Cl)C=C1CN(CC)C1CCCCC1)Br (4-amino-3-bromo-5-(N-ethylcyclohexylaminomethyl)-benzoyl chloride hydrochloride), C(CO)O (ethylene glycol). RXN SMILES: Cl.[NH2:2][C:3]1[C:11]([CH2:12][N:13]([CH:16]2[CH2:21][CH2:20][CH2:19][CH2:18][CH2:17]2)[CH2:14][CH3:15])=[CH:10][C:6]([C:7](Cl)=[O:8])=[CH:5][C:4]=1[Br:22].N1C=CC=CC=1.[OH-].[Na+].[CH2:31]([OH:34])[CH2:32][OH:33]>O>[NH2:2][C:3]1[C:11]([CH2:12][N:13]([CH:16]2[CH2:21][CH2:20][CH2:19][CH2:18][CH2:17]2)[CH2:14][CH3:15])=[CH:10][C:6]([C:7]([O:33][CH2:32][CH2:31][OH:34])=[O:8])=[CH:5][C:4]=1[Br:22] |f:0.1,3.4|. The reactants are COC(C)O, Nc1ccccc1, Nc1nc(Cl)c2ncn(C3C=CC(CO)C3)c2n1, [Na+], [OH-]. Product: Nc1nc(Nc2ccccc2)c2ncn(C3C=CC(CO)C3)c2n1. As a reaction SMILES: [CH3:28][O:29][CH:30]([OH:31])[CH3:32].[NH2:19][c:20]1[cH:21][cH:22][cH:23][cH:24][cH:25]1.[NH2:1][c:2]1[n:3][c:4]([Cl:18])[c:5]2[n:6][cH:7][n:8]([CH:11]3[CH:12]=[CH:13][CH:14]([CH2:16][OH:17])[CH2:15]3)[c:9]2[n:10]1.[Na+:27].[OH-:26]>>[NH2:1][c:2]1[n:3][c:4]([NH:19][c:20]2[cH:21][cH:22][cH:23][cH:24][cH:25]2)[c:5]2[n:6][cH:7][n:8]([CH:11]3[CH:12]=[CH:13][CH:14]([CH2:16][OH:17])[CH2:15]3)[c:9]2[n:10]1.